This data is from the Open Reaction Database (ORD), a public repository of structured organic reaction records. The task is: describe an organic reaction: reactants, conditions, products, and yield Reactants: COC(C(C(=O)O)C)=O (methyl malonic acid methyl ester), O (water), [Na] (sodium), NC(=O)N (urea). The solvent is C(C)O (ethanol), C(C)O (ethanol), C(C)O (ethanol). Reaction conditions: time 5 minute. Yields the product CC1C(NC(NC1=O)=O)=O (5-methylbarbituric acid). RXN SMILES: [Na].CO[C:4](=[O:10])[CH:5]([CH3:9])[C:6]([OH:8])=O.[NH2:11][C:12]([NH2:14])=[O:13].O>C(O)C>[CH3:9][CH:5]1[C:4](=[O:10])[NH:14][C:12](=[O:13])[NH:11][C:6]1=[O:8] |^1:0|. Reported procedure: 46 g (2 mols) of sodium are dissolved in 1 liter of absolute ethanol in a 5-liter flask. To this solution are firstly added 348 g (2 mols) of methyl malonic acid methyl ester; and there is then added dropwise at 70° C. with stirring, within about 5 minutes, a solution of 120 g (2 mols) of urea in 1 liter of absolute ethanol. There is formed a thin suspension, which is diluted with 3.5 liters of ethanol, refluxed for 16 hours and afterwards cooled. There are subsequently added 2 liters of water a... Reactants: [O-][n+]1ccccc1Br, CC1(C)CNc2cc([N+](=O)[O-])ccc2O1, CN(C)C=O, Cl, [H-], [Na+], O. Yields the product CC1(C)CN(c2cccc[n+]2[O-])c2cc([N+](=O)[O-])ccc2O1. As a reaction SMILES: [Br:19][c:20]1[n+:21]([O-:26])[cH:22][cH:23][cH:24][cH:25]1.[CH3:1][C:2]1([CH3:15])[O:3][c:4]2[c:5]([cH:8][c:9]([N+:12](=[O:13])[O-:14])[cH:10][cH:11]2)[NH:6][CH2:7]1.[CH3:27][N:28]([CH3:29])[CH:30]=[O:31].[ClH:18].[H-:16].[Na+:17].[OH2:32]>>[CH3:1][C:2]1([CH3:15])[O:3][c:4]2[c:5]([cH:8][c:9]([N+:12](=[O:13])[O-:14])[cH:10][cH:11]2)[N:6]([c:20]2[n+:21]([O-:26])[cH:22][cH:23][cH:24][cH:25]2)[CH2:7]1.